Dataset: the Open Reaction Database (ORD), a public repository of structured organic reaction records. Task: describe an organic reaction: reactants, conditions, products, and yield Reactants: Cc1cnc(Nc2cccc3c2CC(=O)CC3)o1, O=C1CCc2cccc(Nc3ncc(-c4ccc(C(F)(F)F)cc4)o3)c2C1. Product: Cc1cnc(Nc2cccc3c2CC(O)CC3)o1. Reaction SMILES: [CH3:1][c:2]1[cH:3][n:4][c:5]([NH:7][c:8]2[cH:9][cH:10][cH:11][c:12]3[c:17]2[CH2:16][C:15](=[O:18])[CH2:14][CH2:13]3)[o:6]1.[F:19][C:20]([F:21])([F:22])[c:23]1[cH:24][cH:25][c:26](-[c:27]2[o:28][c:29]([NH:30][c:31]3[cH:32][cH:33][cH:34][c:35]4[c:36]3[CH2:37][C:38](=[O:39])[CH2:40][CH2:41]4)[n:42][cH:43]2)[cH:44][cH:45]1>>[CH3:1][c:2]1[cH:3][n:4][c:5]([NH:7][c:8]2[cH:9][cH:10][cH:11][c:12]3[c:17]2[CH2:16][CH:15]([OH:18])[CH2:14][CH2:13]3)[o:6]1. The reactants are C(C1=CC=CC=C1)N (N-benzylamine), S1C(=NC=C1)C=O (2-thiazolecarboxaldehyde), O (water). Run in C1(=CC=CC=C1)C (toluene). Reaction conditions: time 8 hour. The product is C(C1=CC=CC=C1)NCC=1SC=CN1 (N-benzyl-N-2-thiazolylmethylamine). Yield: 58.9%. RXN SMILES: [CH2:1]([NH2:8])[C:2]1[CH:7]=[CH:6][CH:5]=[CH:4][CH:3]=1.[S:9]1[CH:13]=[CH:12][N:11]=[C:10]1[CH:14]=O.O>C1(C)C=CC=CC=1>[CH2:1]([NH:8][CH2:14][C:10]1[S:9][CH:13]=[CH:12][N:11]=1)[C:2]1[CH:7]=[CH:6][CH:5]=[CH:4][CH:3]=1. Procedure: A stirred solution of N-benzylamine (0.56 mL, 5.1 mmol) and 2-thiazolecarboxaldehyde (0.55 g, 4.9 mmol) in toluene was heated to reflux for 2 hours with azeotropic removal of water. The solution was cooled to room temperature and concentrated to an oil. This oil was dissolved in 15 mL of ethanol and treated with excess NaBH4 and the mixture stirred overnight. Acetone was added and the mixture stirred 30 minutes and concentrated to a soild mass. This mass was partitioned between 2N aqueous NaOH a... Reactants: ClC1=C(C=CC=C1)C1=NC(C=2N(C3=C1C=C(S3)CCC(=O)O)C(=NN2)C)CC (3-[4-(2-chlorophenyl)-6-ethyl-9-methyl-6H-thieno[3,2-f][1,2,4]triazolo[4,3-a][1,4]diazepin-2-yl]propionic acid), ON1N=NC2=C1C=CC=C2 (N-hydroxybenzotriazole), N1CCOCC1 (morpholine), C1(CCCCC1)N=C=NC1CCCCC1 (dicyclohexyl carbodiimide). Run in CN(C=O)C (dimethylformamide). Run at time 10 minute. Product: ClC1=C(C=CC=C1)C1=NC(C=2N(C3=C1C=C(S3)CCC(=O)N3CCOCC3)C(=NN2)C)CC (3-[4-(2-chlorophenyl)-6 -ethyl-9-methyl-6H-thieno[3,2-f][1,2,4]triazolo-[4,3-a][1,4]diazepin-2-yl]propionic acid morpholide). As a reaction SMILES: [Cl:1][C:2]1[CH:7]=[CH:6][CH:5]=[CH:4][C:3]=1[C:8]1[C:14]2[CH:15]=[C:16]([CH2:18][CH2:19][C:20](O)=[O:21])[S:17][C:13]=2[N:12]2[C:23]([CH3:26])=[N:24][N:25]=[C:11]2[CH:10]([CH2:27][CH3:28])[N:9]=1.ON1C2C=CC=CC=2N=N1.[NH:39]1[CH2:44][CH2:43][O:42][CH2:41][CH2:40]1.C1(N=C=NC2CCCCC2)CCCCC1>CN(C)C=O>[Cl:1][C:2]1[CH:7]=[CH:6][CH:5]=[CH:4][C:3]=1[C:8]1[C:14]2[CH:15]=[C:16]([CH2:18][CH2:19][C:20]([N:39]3[CH2:44][CH2:43][O:42][CH2:41][CH2:40]3)=[O:21])[S:17][C:13]=2[N:12]2[C:23]([CH3:26])=[N:24][N:25]=[C:11]2[CH:10]([CH2:27][CH3:28])[N:9]=1. Procedure details: To a solution of 1 g of 3-[4-(2-chlorophenyl)-6-ethyl-9-methyl-6H-thieno[3,2-f][1,2,4]triazolo[4,3-a][1,4]diazepin-2-yl]propionic acid in 15 ml of dimethylformamide are added 0.4 g of N-hydroxybenzotriazole and 0.23 ml of morpholine and stirred at room temperature for 10 minutes. To the mixture is added 0.6 g of dicyclohexyl carbodiimide under ice-cooling and stirred for 1 hour and furthermore stirred at room temperature for 18 hours. The resulting dicyclohexylurea is filtered off and to the fil... Reactants: CCN=C=NCCCN(C)C, CCN(C(C)C)C(C)C, CNCc1oc2ccccc2c1Cl, O=C(O)C=Cc1cnc2c(c1)OCC(=O)N2, CN(C)C=O, O, On1nnc2ccccc21. Product: CN(Cc1oc2ccccc2c1Cl)C(=O)C=Cc1cnc2c(c1)OCC(=O)N2. As a reaction SMILES: [CH3:49][N:50]([CH3:51])[CH2:52][CH2:53][CH2:54][N:55]=[C:56]=[N:57][CH2:58][CH3:59].[CH:40]([N:41]([CH:42]([CH3:43])[CH3:44])[CH2:45][CH3:46])([CH3:47])[CH3:48].[Cl:1][c:2]1[c:3]([CH2:11][NH:12][CH3:13])[o:4][c:5]2[c:6]1[cH:7][cH:8][cH:9][cH:10]2.[O:14]=[C:15]1[NH:16][c:17]2[c:18]([cH:21][c:22]([CH:25]=[CH:26][C:27](=[O:28])[OH:29])[cH:23][n:24]2)[O:19][CH2:20]1.[O:60]=[CH:61][N:62]([CH3:63])[CH3:64].[OH2:65].[OH:30][n:31]1[c:32]2[cH:33][cH:34][cH:35][cH:36][c:37]2[n:38][n:39]1>>[Cl:1][c:2]1[c:3]([CH2:11][N:12]([CH3:13])[C:27]([CH:26]=[CH:25][c:22]2[cH:21][c:18]3[c:17]([n:24][cH:23]2)[NH:16][C:15](=[O:14])[CH2:20][O:19]3)=[O:29])[o:4][c:5]2[c:6]1[cH:7][cH:8][cH:9][cH:10]2. The reactants are CCCCCCCCO, CCCCCCCC=O, OO, [Pt]. The product is CCCCCCCC(=O)O. As a reaction SMILES: [CH2:1]([CH2:2][CH2:3][CH2:4][CH2:5][CH2:6][CH2:7][CH3:8])[OH:9].[CH:12]([CH2:13][CH2:14][CH2:15][CH2:16][CH2:17][CH2:18][CH3:19])=[O:20].[OH:10][OH:11].[Pt:21]>>[C:1]([CH2:2][CH2:3][CH2:4][CH2:5][CH2:6][CH2:7][CH3:8])(=[O:9])[OH:20]. Reactants: COC(=O)c1cnc(N2CCN3CCCC3C2)nc1, C[Al](C)C, Cc1ccccc1, COc1cc(CCc2cc(N)[nH]n2)cc(OC)c1. The product is COc1cc(CCc2cc(NC(=O)c3cnc(N4CCN5CCCC5C4)nc3)[nH]n2)cc(OC)c1. Reaction SMILES: [CH2:23]1[N:24]([c:32]2[n:33][cH:34][c:35]([C:38](=[O:39])[O:40][CH3:41])[cH:36][n:37]2)[CH2:25][CH2:26][N:27]2[CH:28]1[CH2:29][CH2:30][CH2:31]2.[CH3:1][Al:2]([CH3:3])[CH3:4].[CH3:42][c:43]1[cH:44][cH:45][cH:46][cH:47][cH:48]1.[CH3:5][O:6][c:7]1[cH:8][c:9]([CH2:15][CH2:16][c:17]2[cH:18][c:19]([NH2:22])[nH:20][n:21]2)[cH:10][c:11]([O:13][CH3:14])[cH:12]1>>[CH3:5][O:6][c:7]1[cH:8][c:9]([CH2:15][CH2:16][c:17]2[cH:18][c:19]([NH:22][C:38]([c:35]3[cH:34][n:33][c:32]([N:24]4[CH2:23][CH:28]5[N:27]([CH2:26][CH2:25]4)[CH2:31][CH2:30][CH2:29]5)[n:37][cH:36]3)=[O:39])[nH:20][n:21]2)[cH:10][c:11]([O:13][CH3:14])[cH:12]1. RXN SMILES: [OH:1][CH2:2][C:3]1[N:4]=[C:5]([CH2:50][CH2:51][CH3:52])[N:6]([CH2:13][C:14]2[CH:19]=[CH:18][C:17]([C:20]3[CH:25]=[CH:24][CH:23]=[CH:22][C:21]=3[C:26]3[N:30](C(C4C=CC=CC=4)(C4C=CC=CC=4)C4C=CC=CC=4)[N:29]=[N:28][N:27]=3)=[CH:16][CH:15]=2)[C:7]=1[C:8]([O:10][CH2:11][CH3:12])=[O:9]>C(O)(=O)C>[OH:1][CH2:2][C:3]1[N:4]=[C:5]([CH2:50][CH2:51][CH3:52])[N:6]([CH2:13][C:14]2[CH:15]=[CH:16][C:17]([C:20]3[CH:25]=[CH:24][CH:23]=[CH:22][C:21]=3[C:26]3[NH:30][N:29]=[N:28][N:27]=3)=[CH:18][CH:19]=2)[C:7]=1[C:8]([O:10][CH2:11][CH3:12])=[O:9]. Procedure: A solution of 0.28 g of ethyl 4-hydroxymethyl-2-propyl-{4-[2-(trityltetrazol-5-yl)phenyl]phenyl}methylimidazole-5-carboxylate [prepared as described in step (b) above] in 4 ml of 75% v/v aqueous acetic acid was stirred at 60° C. for 2 hours. The reaction mixture was then concentrated by evaporation under reduced pressure, and the residue was dissolved in toluene. The resulting solution was again concentrated by evaporation under reduced pressure, to remove as much water and acetic acid as possib... Reactants: OCC=1N=C(N(C1C(=O)OCC)CC1=CC=C(C=C1)C1=C(C=CC=C1)C1=NN=NN1C(C1=CC=CC=C1)(C1=CC=CC=C1)C1=CC=CC=C1)CCC (ethyl 4-hydroxymethyl-2-propyl-{4-[2-(trityltetrazol-5-yl)phenyl]phenyl}methylimidazole-5-carboxylate). Run in C(C)(=O)O (acetic acid). Yields the product OCC=1N=C(N(C1C(=O)OCC)CC1=CC=C(C=C1)C1=C(C=CC=C1)C1=NN=NN1)CCC (Ethyl 4-hydroxymethyl-2-propyl-1-{4-[2-(tetrazol-5-yl)phenyl]phenyl}methylimidazole-5-carboxylate). Yield: 110.2%.